Dataset: the Open Reaction Database (ORD), a public repository of structured organic reaction records. Task: describe an organic reaction: reactants, conditions, products, and yield The reactants are FC=1C=C(C[C@@H]([C@@H](CNCC2=CC(=CC=C2)OC)O)NC(OC(C)(C)C)=O)C=C(C1)F (tert-Butyl (1S,2R)-1-(3,5-difluorobenzyl)-2-hydroxy-3-[(3-methoxybenzyl)amino]propylcarbamate), FC(C(=O)O)(F)F (trifluoroacetic acid). Run in C(Cl)Cl (methylene chloride). Conditions: time 1 hour. Yields the product FC(C(=O)O)(F)F.N[C@H]([C@@H](CNCC1=CC(=CC=C1)OC)O)CC1=CC(=CC(=C1)F)F ((2R,3S)-3-amino-4-(3,5-difluorophenyl)-1-[(3-methoxybenzyl)amino]-2-butanol trifluoroacetate). As a reaction SMILES: [F:1][C:2]1[CH:3]=[C:4]([CH:28]=[C:29]([F:31])[CH:30]=1)[CH2:5][C@H:6]([NH:20]C(=O)OC(C)(C)C)[C@H:7]([OH:19])[CH2:8][NH:9][CH2:10][C:11]1[CH:16]=[CH:15][CH:14]=[C:13]([O:17][CH3:18])[CH:12]=1.[F:32][C:33]([F:38])([F:37])[C:34]([OH:36])=[O:35]>C(Cl)Cl>[F:32][C:33]([F:38])([F:37])[C:34]([OH:36])=[O:35].[NH2:20][C@@H:6]([CH2:5][C:4]1[CH:28]=[C:29]([F:31])[CH:30]=[C:2]([F:1])[CH:3]=1)[C@H:7]([OH:19])[CH2:8][NH:9][CH2:10][C:11]1[CH:16]=[CH:15][CH:14]=[C:13]([O:17][CH3:18])[CH:12]=1 |f:3.4|. Procedure details: tert-Butyl (1S,2R)-1-(3,5-difluorobenzyl)-2-hydroxy-3-[(3-methoxybenzyl)amino]propylcarbamate (VII, EXAMPLE 4, 258 mg, 0.59 mmol) is dissolved in methylene chloride (1 mL) at 20-25 degrees C., and trifluoroacetic acid (1 mL) is added with stirring under nitrogen. The reaction mixture is stirred at 20-25 degrees C. for 1 hour, whereupon the reaction mixture is concentrated under reduced pressure to give the title compound. The title compound is used in the next reaction without further purificati... Starting materials: CCOC(=O)/N=N/C(=O)OCC (diethylazodicarboxylate), O[C@H](C(=O)OC)CC1=CC=CC=C1 ((S)-2-hydroxy-3-phenylpropionic acid, methyl ester), C1(=CC=CC=C1)P(C1=CC=CC=C1)C1=CC=CC=C1 (triphenylphosphine), CCOC(=O)/N=N/C(=O)OCC (Diethylazodicarboxylate), BrC1=C(C(=CC(=C1)C1=CC=CC=2SC3=C(C21)C=CC=C3)Br)O (2,6-Dibromo-4-(dibenzothiophen-1-yl)-phenol), O[C@H](C(=O)OC)CC1=CC=CC=C1 ((S)-2-hydroxy-3-phenylpropionic acid, methyl ester), C1(=CC=CC=C1)P(C1=CC=CC=C1)C1=CC=CC=C1 (triphenylphosphine). Run in C1=CC=CC=C1 (benzene), CCOCC (ether). Run at temperature 80 celsius, time 4 hour. The product is COC([C@@H](CC1=CC=CC=C1)OC1=C(C=C(C=C1Br)C1=CC=CC=2SC3=C(C21)C=CC=C3)Br)=O ((R)-2-[2,6-Dibromo-4-(dibenzothiophen-1-yl)-phenoxy]-3-phenyl-propionic acid methyl ester). Yield: 85301.9%. Reaction SMILES: CCOC(/N=N/C(OCC)=O)=O.[Br:13][C:14]1[CH:19]=[C:18]([C:20]2[C:28]3[C:27]4[CH:29]=[CH:30][CH:31]=[CH:32][C:26]=4[S:25][C:24]=3[CH:23]=[CH:22][CH:21]=2)[CH:17]=[C:16]([Br:33])[C:15]=1[OH:34].O[C@@H:36]([CH2:41][C:42]1[CH:47]=[CH:46][CH:45]=[CH:44][CH:43]=1)[C:37]([O:39][CH3:40])=[O:38].C1(P(C2C=CC=CC=2)C2C=CC=CC=2)C=CC=CC=1>C1C=CC=CC=1.CCOCC>[CH3:40][O:39][C:37](=[O:38])[C@H:36]([O:34][C:15]1[C:14]([Br:13])=[CH:19][C:18]([C:20]2[C:28]3[C:27]4[CH:29]=[CH:30][CH:31]=[CH:32][C:26]=4[S:25][C:24]=3[CH:23]=[CH:22][CH:21]=2)=[CH:17][C:16]=1[Br:33])[CH2:41][C:42]1[CH:43]=[CH:44][CH:45]=[CH:46][CH:47]=1. Reported procedure: Diethylazodicarboxylate (DEAD, 0.077 mL, 1.15 mmol) was added to a stirred, room temperature suspension of 2,6-Dibromo-4-(dibenzothiophen-1-yl)-phenol (0.250 g, 0.576 mmol), (S)-2-hydroxy-3-phenylpropionic acid, methyl ester (0.208 g, 1.15 mmol), triphenylphosphine (0.302 g, 1.15 mmol) in benzene (3 mL) under a dry nitrogen atmosphere. Dissolution occurred and the solution was heated in an 80° C. oil bath for 16 h. More diethylazodicarboxylate (DEAD, 0.039 mL, 0.576 mmol), (S)-2-hydroxy-3-phenyl... Run in C1CCOC1 (THF). Yield: 44.0%. RXN SMILES: [Cl:1][C:2]1[CH:3]=[C:4]([CH2:9][N:10]2[C:14]([CH3:15])=[C:13]([C:16]([NH:18][C:19]3[CH:20]=[C:21]([C:29](OC)=[O:30])[CH:22]=[C:23]([C:25](OC)=[O:26])[CH:24]=3)=[O:17])[N:12]=[N:11]2)[CH:5]=[CH:6][C:7]=1[Cl:8].CC(C[AlH]CC(C)C)C.C1(C)C=CC=CC=1.[NH4+].[Cl-]>C1COCC1>[OH:26][CH2:25][C:23]1[CH:24]=[C:19]([NH:18][C:16]([C:13]2[N:12]=[N:11][N:10]([CH2:9][C:4]3[CH:5]=[CH:6][C:7]([Cl:8])=[C:2]([Cl:1])[CH:3]=3)[C:14]=2[CH3:15])=[O:17])[CH:20]=[C:21]([CH2:29][OH:30])[CH:22]=1 |f:3.4|. The reactants are [NH4+].[Cl-] (NH4Cl), ClC=1C=C(C=CC1Cl)CN1N=NC(=C1C)C(=O)NC=1C=C(C=C(C1)C(=O)OC)C(=O)OC (dimethyl 5-[({1-[(3,4-dichlorophenyl)methyl]-5-methyl-1H-1,2,3-triazol-4-yl}carbonyl)amino]-1,3-benzenedicarboxylate), ClC=1C=C(C=CC1Cl)CN1N=NC(=C1C)C(=O)NC=1C=C(C=C(C1)C(=O)OC)C(=O)OC (dimethyl 5-[({1-[(3,4-dichlorophenyl)methyl]-5-methyl-1H-1,2,3-triazol-4-yl}carbonyl)amino]-1,3-benzenedicarboxylate), solution, CC(C)C[AlH]CC(C)C (DIBAL-H), C1(=CC=CC=C1)C (toluene). Conditions: time 2 hour. The product is OCC=1C=C(C=C(C1)CO)NC(=O)C=1N=NN(C1C)CC1=CC(=C(C=C1)Cl)Cl (N-[3,5-bis(Hydroxymethyl)phenyl]-1-[(3,4-dichlorophenyl)methyl]-5-methyl-1H-1,2,3-triazole-4-carboxamide), solid. Procedure details: To a solution of dimethyl 5-[({1-[(3,4-dichlorophenyl)methyl]-5-methyl-1H-1,2,3-triazol-4-yl}carbonyl)amino]-1,3-benzenedicarboxylate (Intermediate 14) (0.65 g, 1.3 mmol) in THF (40 mL), was added a 1M solution of DIBAL-H in toluene (10 mL, 7 eq) and the reaction was stirred to room temperature for 2 hours. Solid NH4Cl was added and the reaction mixture was stirred at RT for 30 min. The aqueous phase was extracted with ether and AcOEt, dried over sodium sulphate and evaporated. After recrystalli...